This data is from the Open Reaction Database (ORD), a public repository of structured organic reaction records. The task is: describe an organic reaction: reactants, conditions, products, and yield Starting materials: NC1=CC(=NN1C(=O)NC1=CC=CC=C1)C1CC1 (5-amino-3-cyclopropyl-N-phenyl-1H-pyrazole-l-carboxamide), CO (methanol), C1(=CC=CC=C1)N=C=O (phenylisocyanate), [OH-].[Na+] (NaOH), 2h. Yields the product C1(CC1)C1=NNC(=C1)NC(=O)NC1=CC=CC=C1 (N-(3-cyclopropyl-1H-pyrazol-5-yl)-N′-phenylurea). The yield is 20.6%. Reaction SMILES: [NH2:1][C:2]1[N:6]([C:7]([NH:9][C:10]2[CH:15]=[CH:14][CH:13]=[CH:12][CH:11]=2)=[O:8])[N:5]=[C:4]([CH:16]2[CH2:18][CH2:17]2)[CH:3]=1.CO.C1(N=C=O)C=CC=CC=1.[OH-].[Na+]>>[CH:16]1([C:4]2[CH:3]=[C:2]([NH:6][C:7]([NH:9][C:10]3[CH:15]=[CH:14][CH:13]=[CH:12][CH:11]=3)=[O:8])[NH:1][N:5]=2)[CH2:18][CH2:17]1 |f:3.4|. Procedure: To 5-amino-3-cyclopropyl-N-phenyl-1H-pyrazole-l-carboxamide (0.5 g, 2 mmol) in 6 ml of methanol 0.5 ml (4.6 mmol)of phenylisocyanate and 2 ml of 10% NaOH were added. The mixture was refluxed for about 2h, then cooled, quenched with 10% HCl and extracted with ethyl acetate. The organic phase was washed with 10% HCl, water and brine. Concentration and chromatography on silica gel, eluting with 8% to 20% acetone in methylene chloride, afforded 100 mg (20% yield) of N-(3-cyclopropyl-1H-pyrazol-5-yl)...